From a dataset of the Open Reaction Database (ORD), a public repository of structured organic reaction records. describe an organic reaction: reactants, conditions, products, and yield The reactants are CCOC(=O)c1[nH]nc2c1CCN(c1ccc(NC(=O)OC(C)(C)C)cn1)C2, N. The product is CC(C)(C)OC(=O)Nc1ccc(N2CCc3c(n[nH]c3C(N)=O)C2)nc1. Reaction SMILES: [C:1]([CH3:2])([CH3:3])([CH3:4])[O:5][C:6](=[O:7])[NH:8][c:9]1[cH:10][cH:11][c:12]([N:15]2[CH2:16][c:17]3[c:18]([c:21]([C:24]([O:26][CH2:25][CH3:27])=[O:28])[nH:22][n:23]3)[CH2:19][CH2:20]2)[n:13][cH:14]1.[NH3:29]>>[C:1]([CH3:2])([CH3:3])([CH3:4])[O:5][C:6](=[O:7])[NH:8][c:9]1[cH:10][cH:11][c:12]([N:15]2[CH2:16][c:17]3[c:18]([c:21]([C:24](=[O:26])[NH2:29])[nH:22][n:23]3)[CH2:19][CH2:20]2)[n:13][cH:14]1.